Task: describe an organic reaction: reactants, conditions, products, and yield. Dataset: the Open Reaction Database (ORD), a public repository of structured organic reaction records Starting materials: C([O-])([O-])=O.[Cs+].[Cs+] (Cesium carbonate), FC1=CC=C(C=C1)C1=NN(C2=CC=C(C=C12)NC(=O)C1(CNCC1)C(C)O)C(C1=CC=CC=C1)(C1=CC=CC=C1)C1=CC=CC=C1 (3-(1-Hydroxy-ethyl)-pyrrolidine-3-carboxylic acid [3-(4-fluoro-phenyl)-1Trityl-indazol-5-yl]-amide), ClCC(=O)N1CCN(CC1)C1=CC=C(C=C1)C1=NC=CC=N1 (2-chloro-1-[4-(4-pyrimidin-2-yl-phenyl)-piperazin-1-yl]-ethanone). Solvent: CN(C)C=O (DMF). Conditions: time 8 hour. The product is FC1=CC=C(C=C1)C1=NN(C2=CC=C(C=C12)NC(=O)C1(CN(CC1)CC(N1CCN(CC1)C1=CC=C(C=C1)C1=NC=CC=N1)=O)C(C)O)C(C1=CC=CC=C1)(C1=CC=CC=C1)C1=CC=CC=C1 (3-(1-Hydroxy-ethyl)-1-{2-oxo-2-[4-(4-pyrimidin-2-yl-phenyl)-piperazin-1-yl]-ethyl}-pyrrolidine-3-carboxylic acid [3-(4-fluoro-phenyl)-1Trityl-indazol-5-yl]-amide). Reaction SMILES: C(=O)([O-])[O-].[Cs+].[Cs+].[F:7][C:8]1[CH:13]=[CH:12][C:11]([C:14]2[C:22]3[C:17](=[CH:18][CH:19]=[C:20]([NH:23][C:24]([C:26]4([CH:31]([OH:33])[CH3:32])[CH2:30][CH2:29][NH:28][CH2:27]4)=[O:25])[CH:21]=3)[N:16]([C:34]([C:47]3[CH:52]=[CH:51][CH:50]=[CH:49][CH:48]=3)([C:41]3[CH:46]=[CH:45][CH:44]=[CH:43][CH:42]=3)[C:35]3[CH:40]=[CH:39][CH:38]=[CH:37][CH:36]=3)[N:15]=2)=[CH:10][CH:9]=1.Cl[CH2:54][C:55]([N:57]1[CH2:62][CH2:61][N:60]([C:63]2[CH:68]=[CH:67][C:66]([C:69]3[N:74]=[CH:73][CH:72]=[CH:71][N:70]=3)=[CH:65][CH:64]=2)[CH2:59][CH2:58]1)=[O:56]>CN(C=O)C>[F:7][C:8]1[CH:9]=[CH:10][C:11]([C:14]2[C:22]3[C:17](=[CH:18][CH:19]=[C:20]([NH:23][C:24]([C:26]4([CH:31]([OH:33])[CH3:32])[CH2:30][CH2:29][N:28]([CH2:54][C:55](=[O:56])[N:57]5[CH2:62][CH2:61][N:60]([C:63]6[CH:64]=[CH:65][C:66]([C:69]7[N:70]=[CH:71][CH:72]=[CH:73][N:74]=7)=[CH:67][CH:68]=6)[CH2:59][CH2:58]5)[CH2:27]4)=[O:25])[CH:21]=3)[N:16]([C:34]([C:35]3[CH:40]=[CH:39][CH:38]=[CH:37][CH:36]=3)([C:41]3[CH:42]=[CH:43][CH:44]=[CH:45][CH:46]=3)[C:47]3[CH:48]=[CH:49][CH:50]=[CH:51][CH:52]=3)[N:15]=2)=[CH:12][CH:13]=1 |f:0.1.2|. Procedure details: Added Cesium carbonate (60 mg, 0.184 mmol) to a solution of 3-(1-Hydroxy-ethyl)-pyrrolidine-3-carboxylic acid [3-(4-fluoro-phenyl)-1Trityl-indazol-5-yl]-amide (6N) (60 mg, 0.098 mmol) and 2-chloro-1-[4-(4-pyrimidin-2-yl-phenyl)-piperazin-1-yl]-ethanone (50 mg, 0.158 mmol) in DMF (2 ml) at room temperature, then stirred overnight. Starting materials: N1CCOCC1 (morpholine), C(C)(=O)O[BH-](OC(C)=O)OC(C)=O.[Na+] (sodium triacetoxyborohydride), C(C)(=O)O (acetic acid), ClC1=C(C=C(C(=C1)Cl)OC)NC1=C2C(=NC=C1C#N)SC(=C2)C2=CC=C(C=C2)C=O (4-[(2,4-dichloro-5-methoxyphenyl)amino]-2-(4-formylphenyl)thieno[2,3-b]pyridine-5-carbonitrile), C(C)(=O)O[BH-](OC(C)=O)OC(C)=O.[Na+] (sodium triacetoxyborohydride), N1CCOCC1 (morpholine). The solvent is CN(C=O)C (N,N-dimethylformamide), ClCCl (dichloromethane). Conditions: temperature 0 celsius, time 4 hour. Yields the product ClC1=C(C=C(C(=C1)Cl)OC)NC1=C2C(=NC=C1C#N)SC(=C2)C2=CC=C(C=C2)CN2CCOCC2 (4-[(2,4-dichloro-5-methoxyphenyl)amino]-2-[4-(morpholin-4-ylmethyl)phenyl]thieno[2,3-b]pyridine-5-carbonitrile). The yield is 68.2%. As a reaction SMILES: [Cl:1][C:2]1[CH:7]=[C:6]([Cl:8])[C:5]([O:9][CH3:10])=[CH:4][C:3]=1[NH:11][C:12]1[C:17]([C:18]#[N:19])=[CH:16][N:15]=[C:14]2[S:20][C:21]([C:23]3[CH:28]=[CH:27][C:26]([CH:29]=O)=[CH:25][CH:24]=3)=[CH:22][C:13]=12.[NH:31]1[CH2:36][CH2:35][O:34][CH2:33][CH2:32]1.C(O[BH-](OC(=O)C)OC(=O)C)(=O)C.[Na+].C(O)(=O)C>CN(C)C=O.ClCCl>[Cl:1][C:2]1[CH:7]=[C:6]([Cl:8])[C:5]([O:9][CH3:10])=[CH:4][C:3]=1[NH:11][C:12]1[C:17]([C:18]#[N:19])=[CH:16][N:15]=[C:14]2[S:20][C:21]([C:23]3[CH:28]=[CH:27][C:26]([CH2:29][N:31]4[CH2:36][CH2:35][O:34][CH2:33][CH2:32]4)=[CH:25][CH:24]=3)=[CH:22][C:13]=12 |f:2.3|. Reported procedure: A suspension of 4-[(2,4-dichloro-5-methoxyphenyl)amino]-2-(4-formylphenyl)thieno[2,3-b]pyridine-5-carbonitrile (0.1 g, 0.24 mmol) in 1 mL of N,N-dimethylformamide and 4 mL of dichloromethane is prepared. To the mixture is added morpholine (0.03 mL, 0.32 mmol). The reaction mixture is cooled to 0° C. and sodium triacetoxyborohydride (0.26 g, 1.2 mmol) is added. After stirring at 0° C. for 30 minutes a drop of acetic acid is added and the mixture is stirred at 0° C. for an additional 4 hours. Addi... The reactants are [Na] (Sodium), FC1=CC=C2C(NC=NC2=C1)=O (7-fluoro-3,4-dihydroquinazolin-4-one). The solvent is C(C1=CC=CC=C1)O (benzyl alcohol). Conditions: temperature 80 celsius, time 30 minute. Yields the product C(C1=CC=CC=C1)OC1=CC=C2C(NC=NC2=C1)=O (7-benzyloxy-3,4-dihydroquinazolin-4-one). Yield: 118.4%. As a reaction SMILES: [Na].F[C:3]1[CH:12]=[C:11]2[C:6]([C:7](=[O:13])[NH:8][CH:9]=[N:10]2)=[CH:5][CH:4]=1>C(O)C1C=CC=CC=1>[CH2:7]([O:13][C:3]1[CH:12]=[C:11]2[C:6]([C:7](=[O:13])[NH:8][CH:9]=[N:10]2)=[CH:5][CH:4]=1)[C:6]1[CH:11]=[CH:12][CH:3]=[CH:4][CH:5]=1 |^1:0|. Reported procedure: Sodium metal (4.4 g, 191 mmol) was added to benzyl alcohol (100 ml) at ambient temperature and the mixture stirred for 30 minutes then heated at 80° C. for 1 hour. The mixture was then cooled to 40° C. and 7-fluoro-3,4-dihydroquinazolin-4-one (7.8 g, 47 mmol), was added. The reaction mixture was stirred at 130° C. for 4 hours and allowed to cool to ambient temperature and stirred for 18 hours. The solution was quenched with water (800 ml) and acidified to pH3 with concentrated hydrochloric acid.... Starting materials: BrC=1C=C(C(=O)OC)C=C(C1C)\C=C\COC (methyl 3-bromo-5-[(1E)-3-methoxy-1-propen-1-yl]-4-methylbenzoate), O=[O+][O-] (ozone), C1(=CC=CC=C1)P(C1=CC=CC=C1)C1=CC=CC=C1 (triphenylphosphine). The solvent is ClCCl (dichloromethane). Yields the product BrC=1C=C(C(=O)OC)C=C(C1C)C=O (Methyl 3-bromo-5-formyl-4-methylbenzoate). RXN SMILES: [Br:1][C:2]1[CH:3]=[C:4]([CH:9]=[C:10](/[CH:13]=C/COC)[C:11]=1[CH3:12])[C:5]([O:7][CH3:8])=[O:6].[O:18]=[O+][O-].C1(P(C2C=CC=CC=2)C2C=CC=CC=2)C=CC=CC=1>ClCCl>[Br:1][C:2]1[CH:3]=[C:4]([CH:9]=[C:10]([CH:13]=[O:18])[C:11]=1[CH3:12])[C:5]([O:7][CH3:8])=[O:6]. Reported procedure: To a dichloromethane (0.16 M) solution of methyl 3-bromo-5-[(1E)-3-methoxy-1-propen-1-yl]-4-methylbenzoate (1 eq., Amine 88, Step 1) was bubbled at −78° C. with freshly generated ozone until a persistent blue color was observed. The reaction vessel was then thoroughly purged with nitrogen before triphenylphosphine (1.1 eq.) was added. The resulting mixture was slowly warmed to RT over 6 h. The volatiles were then removed in vacuo and the resulting residue was suspended in a 1:1 (v/v) mixture of ... Reactants: C(=O)=O (carbon dioxide), O=C[C@H](O)[C@@H](O)[C@H](O)[C@H](O)CO (glucose). The solvent is O (water). The product is OCC(=O)[C@@H](O)[C@H](O)[C@H](O)CO (fructose). Isolated yield 2525.0%. As a reaction SMILES: C(=O)=O.[O:4]=[CH:5][C@@H:6]([C@H:8]([C@@H:10]([C@@H:12]([CH2:14][OH:15])[OH:13])[OH:11])[OH:9])[OH:7]>O>[OH:4][CH2:5][C:6]([C@H:8]([C@@H:10]([C@@H:12]([CH2:14][OH:15])[OH:13])[OH:11])[OH:9])=[O:7]. Procedure details: The recovered crystals were suspended into chilled water, and the suspension was neutralized until below pH 10 by introducing carbon dioxide gas at 0° C. The precipitates of calcium carbonate were filtered, and the filtrate of which pH was about 8.5 was concentrated to 420 g. The concentrated solution contained 202 g fructose (Yield; 66.7%) and 8 g glucose. The concentrated solution was passed through two columns, one was packed with strongly acidic cation exchange resin and the other was packed... Starting materials: Cl (Hydrogen chloride), CC(CC=1N=C(N(C1)C(C1=CC=CC=C1)(C1=CC=CC=C1)C1=CC=CC=C1)CC(N)C1=CC=C(C=C1)C1=NC=C(C=C1)F)(CC)C (2-[4-(2,2-dimethylbutyl)-1-trityl-1H-imidazol-2-yl]-1-[4-(5-fluoropyridin-2-yl)phenyl]ethanamine). Solvent: CO (methanol). Conditions: temperature 60 celsius, time 1 hour. Product: CC(CC=1N=C(NC1)CC(N)C1=CC=C(C=C1)C1=NC=C(C=C1)F)(CC)C (2-[4-(2,2-dimethylbutyl)-1H-imidazol-2-yl]-1-[4-(5-fluoropyridin-2-yl)phenyl]ethanamine). As a reaction SMILES: Cl.[CH3:2][C:3]([CH3:47])([CH2:45][CH3:46])[CH2:4][C:5]1[N:6]=[C:7]([CH2:29][CH:30]([C:32]2[CH:37]=[CH:36][C:35]([C:38]3[CH:43]=[CH:42][C:41]([F:44])=[CH:40][N:39]=3)=[CH:34][CH:33]=2)[NH2:31])[N:8](C(C2C=CC=CC=2)(C2C=CC=CC=2)C2C=CC=CC=2)[CH:9]=1>CO>[CH3:2][C:3]([CH3:47])([CH2:45][CH3:46])[CH2:4][C:5]1[N:6]=[C:7]([CH2:29][CH:30]([C:32]2[CH:37]=[CH:36][C:35]([C:38]3[CH:43]=[CH:42][C:41]([F:44])=[CH:40][N:39]=3)=[CH:34][CH:33]=2)[NH2:31])[NH:8][CH:9]=1. Reported procedure: Hydrogen chloride (4 M in dioxane) (2 mL, 0.5 mmol) was added to a solution of 2-[4-(2,2-dimethylbutyl)-1-trityl-1H-imidazol-2-yl]-1-[4-(5-fluoropyridin-2-yl)phenyl]ethanamine (20 mg, 0.03 mmol) in methanol (6 mL). After stirring at 60° C. for 1 h, volatiles were removed. The residue was purified by preparative HPLC eluting with 10-50% acetonitrile/water and lyophilized to afford the title compound. (M+H) found 367. Starting materials: Cl, CC(C)(C)OC(=O)Nc1ccc(C(F)(F)F)cc1C(=O)NCC(=O)NC1CCN(Cc2ccc(O)c(N)c2)C1, C1COCCO1. The product is Nc1cc(CN2CCC(NC(=O)CNC(=O)c3cc(C(F)(F)F)ccc3N)C2)ccc1O. RXN SMILES: [ClH:1].[NH2:8][c:9]1[cH:10][c:11]([CH2:12][N:13]2[CH2:14][CH:15]([NH:18][C:19]([CH2:20][NH:21][C:22]([c:23]3[c:24]([NH:33][C:34]([O:35][C:36]([CH3:37])([CH3:38])[CH3:39])=[O:40])[cH:25][cH:26][c:27]([C:29]([F:30])([F:31])[F:32])[cH:28]3)=[O:41])=[O:42])[CH2:16][CH2:17]2)[cH:43][cH:44][c:45]1[OH:46].[O:2]1[CH2:3][CH2:4][O:5][CH2:6][CH2:7]1>>[NH2:8][c:9]1[cH:10][c:11]([CH2:12][N:13]2[CH2:14][CH:15]([NH:18][C:19]([CH2:20][NH:21][C:22]([c:23]3[c:24]([NH2:33])[cH:25][cH:26][c:27]([C:29]([F:30])([F:31])[F:32])[cH:28]3)=[O:41])=[O:42])[CH2:16][CH2:17]2)[cH:43][cH:44][c:45]1[OH:46].